Dataset: the Open Reaction Database (ORD), a public repository of structured organic reaction records. Task: describe an organic reaction: reactants, conditions, products, and yield Procedure details: In a 5 1., four-neck, round-bottom flask equipped with a thermometer, mechanical stirrer, dropping funnel and vent tube were placed 600 gm. of 2.6-di-t-butyl-p-cresol and 3600 ml. of t-butyl alcohol. To this stirred solution at 25°-35° C were added 908 gm. of Br2 over a period of ten hours. The resulting solid was separated by filtration, washed with hexane and dried. The yield was 440 gm. (71%) of aldehyde melting at 187°-189° C. RXN SMILES: [C:1]([C:5]1[C:10]([OH:11])=[C:9]([C:12]([CH3:15])([CH3:14])[CH3:13])[CH:8]=[C:7]([CH3:16])[CH:6]=1)([CH3:4])([CH3:3])[CH3:2].BrBr.C([OH:23])(C)(C)C>>[C:12]([C:9]1[CH:8]=[C:7]([CH:6]=[C:5]([C:1]([CH3:4])([CH3:3])[CH3:2])[C:10]=1[OH:11])[CH:16]=[O:23])([CH3:15])([CH3:14])[CH3:13]. Yields the product C(C)(C)(C)C=1C=C(C=O)C=C(C1O)C(C)(C)C (3,5-Di-t-butyl-4-hydroxy benzaldehyde). The reactants are C(C)(C)(C)C1=CC(=CC(=C1O)C(C)(C)C)C (2.6-di-t-butyl-p-cresol), BrBr (Br2), C(C)(C)(C)O (t-butyl alcohol). Reactants: CC(=O)O[C@@H]1C[C@]2([C@@H](CC[C@@H]2O)C3=C1[C@@]4(C=5C(=COC5C3=O)C(=O)O[C@@H]4COC)C)C (17-hydroxywortmannin), C(C)(C)(C)NCCO (2-(tert-butylamino)-ethanol). Solvent: C(Cl)Cl (CH2Cl2). Reaction conditions: time 8 hour. Yields the product C(C)(=O)O[C@@H]1C[C@@]2([C@H](CCC2C=2C(C(=C3\C(\C(O[C@@H]([C@@]3(C21)C)COC)=O)=C/N(CCO)C(C)(C)C)O)=O)O)C ((1E,4S,4aR,5R,6aS,7S)-1-{[tert-butyl(2-hydroxyethyl)amino]methylene}-7,11-dihydroxy-4-(methoxymethyl)-4a,6a-dimethyl-2,10-dioxo-1,2,4,4a,5,6,6a,7,8,9,9a,10-dodecahydroindeno[4,5-h]isochromen-5-yl acetate). Isolated yield 48.7%. Reaction SMILES: [CH3:1][C:2]([O:4][C@H:5]1[C:14]2[C@@:15]3([CH3:30])[C@@H:26]([CH2:27][O:28][CH3:29])[O:25][C:23](=[O:24])[C:17]4=[CH:18][O:19][C:20]([C:21](=[O:22])[C:13]=2[C@@H:8]2[CH2:9][CH2:10][C@H:11]([OH:12])[C@@:7]2([CH3:31])[CH2:6]1)=[C:16]34)=[O:3].[C:32]([NH:36][CH2:37][CH2:38][OH:39])([CH3:35])([CH3:34])[CH3:33]>C(Cl)Cl>[C:2]([O:4][C@H:5]1[C:14]2[C@:15]3([CH3:30])[C:16](/[C:17](=[CH:18]\[N:36]([C:32]([CH3:35])([CH3:34])[CH3:33])[CH2:37][CH2:38][OH:39])/[C:23](=[O:24])[O:25][C@@H:26]3[CH2:27][O:28][CH3:29])=[C:20]([OH:19])[C:21](=[O:22])[C:13]=2[CH:8]2[C@@:7]([CH3:31])([C@@H:11]([OH:12])[CH2:10][CH2:9]2)[CH2:6]1)(=[O:3])[CH3:1]. Reported procedure: To a solution of 50 mg (0.12 mmol) 17-hydroxywortmannin in 0.5 mL CH2Cl2 is added 28.1 mg (0.24 mmol) 2-(tert-butylamino)-ethanol. The reaction mixture is stirred at room temperature overnight. CH2Cl2 is removed in vacuo. The residue is triturated with diethyl ether (Et2O) to give 32 mg (48.7%) product as an orange powder. MS (ESI) m/z 548.3 (M+1). Reactants: C1(=CC=C(C=C1)S(=O)(=O)OCCNC(=O)OCC1=CC=CC=C1)C (2-(N-benzyloxycarbonylamino)ethyl p-toluenesulfonate), OC1=CC=C(C=C1)C(C)=O (4'-hydroxyacetophenone), C([O-])([O-])=O.[K+].[K+] (potassium carbonate). Solvent: CC(=O)C (acetone). Run at time 24 hour. Product: C(C1=CC=CC=C1)OC(=O)NCCOC1=CC=C(C=C1)C(C)=O (4'-(2-(N-benzyloxycarbonylamino)ethoxy)-acetophenone). Isolated yield 88.6%. Reaction SMILES: C1(C)C=CC(S([O:10][CH2:11][CH2:12][NH:13][C:14]([O:16][CH2:17][C:18]2[CH:23]=[CH:22][CH:21]=[CH:20][CH:19]=2)=[O:15])(=O)=O)=CC=1.O[C:26]1[CH:31]=[CH:30][C:29]([C:32](=[O:34])[CH3:33])=[CH:28][CH:27]=1.C(=O)([O-])[O-].[K+].[K+]>CC(C)=O>[CH2:17]([O:16][C:14]([NH:13][CH2:12][CH2:11][O:10][C:26]1[CH:31]=[CH:30][C:29]([C:32](=[O:34])[CH3:33])=[CH:28][CH:27]=1)=[O:15])[C:18]1[CH:19]=[CH:20][CH:21]=[CH:22][CH:23]=1 |f:2.3.4|. Reported procedure: A mixture of 35 g of 2-(N-benzyloxycarbonylamino)ethyl p-toluenesulfonate, 13 g of 4'-hydroxyacetophenone and 55 g of anhydrous potassium carbonate in 450 ml of dry acetone was refluxed with stirring for 24 hrs under argon atmosphere. After cooling, the insoluble material was removed by filtration and the filtrate was evaporated. The residue was diluted with ethyl acetate, washed with water, 1% NaOH and brine, dried over anhydrous sodium sulfate, and evaporated under reduced pressure to give a s... The reactants are C(CC)C1=NC2=C(N1CC1=CC=C(C=C1)C=1C(=CC=CC1)C(=O)OC(C)(C)C)C=C(C=C2C)C2=NC1=C(N2C)C=CC(=C1)F (tert.butyl 4'-[(2-n-propyl-4-methyl-6-(1 -methyl-5-fluoro-benzimidazol-2-yl)-benzimidazol-1-y)-methyl ]-biphenyl-2-carboxylate), FC(C(=O)O)(F)F (trifluoroacetic acid). The solvent is C(Cl)Cl (methylene chloride). Yields the product C(CC)C1=NC2=C(N1CC1=CC=C(C=C1)C=1C(=CC=CC1)C(=O)O)C=C(C=C2C)C2=NC1=C(N2C)C=CC(=C1)F (4'-[(2-n-Propyl-4-methyl-6-(1-methyl-5-fluoro-benzimidazol-2-yl)-benzimidazol-1-yl)-methyl]-biphenyl-2-carboxylic acid). RXN SMILES: [CH2:1]([C:4]1[N:8]([CH2:9][C:10]2[CH:15]=[CH:14][C:13]([C:16]3[C:17]([C:22]([O:24]C(C)(C)C)=[O:23])=[CH:18][CH:19]=[CH:20][CH:21]=3)=[CH:12][CH:11]=2)[C:7]2[CH:29]=[C:30]([C:34]3[N:38]([CH3:39])[C:37]4[CH:40]=[CH:41][C:42]([F:44])=[CH:43][C:36]=4[N:35]=3)[CH:31]=[C:32]([CH3:33])[C:6]=2[N:5]=1)[CH2:2][CH3:3].FC(F)(F)C(O)=O>C(Cl)Cl>[CH2:1]([C:4]1[N:8]([CH2:9][C:10]2[CH:15]=[CH:14][C:13]([C:16]3[C:17]([C:22]([OH:24])=[O:23])=[CH:18][CH:19]=[CH:20][CH:21]=3)=[CH:12][CH:11]=2)[C:7]2[CH:29]=[C:30]([C:34]3[N:38]([CH3:39])[C:37]4[CH:40]=[CH:41][C:42]([F:44])=[CH:43][C:36]=4[N:35]=3)[CH:31]=[C:32]([CH3:33])[C:6]=2[N:5]=1)[CH2:2][CH3:3]. Reported procedure: Prepared analogously to Example 1 from tert.butyl 4'-[(2-n-propyl-4-methyl-6-(1 -methyl-5-fluoro-benzimidazol-2-yl)-benzimidazol-1-y)-methyl ]-biphenyl-2-carboxylate and trifluoroacetic acid in methylene chloride.